Dataset: the Open Reaction Database (ORD), a public repository of structured organic reaction records. Task: describe an organic reaction: reactants, conditions, products, and yield Starting materials: C(#N)C1=CC=C2C(CC(C2=C1)NC(=O)NC1=CC=CC=C1)(C)C (N-(6-Cyano-3,3-dimethyl-1-indanyl)-N'-phenylurea), C(C1=CC=CC=C1)N=C=O (benzyl isocyanate). The solvent is C(C)O (ethanol). The product is C(#N)C1=CC=C2C(CC(C2=C1)NC(=O)NCC1=CC=CC=C1)(C)C (N-(6-Cyano-3,3-dimethyl-1-indanyl)-N'- (phenylmethyl)urea). The yield is 126.7%. Reaction SMILES: [C:1]([C:3]1[CH:11]=[C:10]2[C:6]([C:7]([CH3:23])([CH3:22])[CH2:8][CH:9]2[NH:12][C:13]([NH:15]C2C=CC=CC=2)=[O:14])=[CH:5][CH:4]=1)#[N:2].[CH2:24](N=C=O)[C:25]1[CH:30]=[CH:29][CH:28]=[CH:27][CH:26]=1>C(O)C>[C:1]([C:3]1[CH:11]=[C:10]2[C:6]([C:7]([CH3:23])([CH3:22])[CH2:8][CH:9]2[NH:12][C:13]([NH:15][CH2:24][C:25]2[CH:30]=[CH:29][CH:28]=[CH:27][CH:26]=2)=[O:14])=[CH:5][CH:4]=1)#[N:2]. Reported procedure: A solution of 3-amino-5-cyano-1,1-dimethylindane (0.40 g, 2.15 mmol, prepared according to part F of Example 6) and benzyl isocyanate (0.29 g, 2.15 mmole) in ethanol (3.5 ml) under argon was heated at reflux for three hours. The solvent was recovered under vacuum to obtain 0.87 g of yellow gum. The crude product was chromatographed on silica eluting with 1:1 ethyl acetate/hexane to obtain an amorphous white solid (0.44 g). The chromatogrpahy isolate was further purified by crystallization from i... Reactants: O (H2O), CCOCC (ether), C[Si](C)(C)C=[N+]=[N-] (trimethylsilyldiazomethane), N1=CNC2=C1C=C(C(=C2)C(=O)O)C(=O)O (5,6-benzimidazoledicarboxylic acid), CO (MeOH). Run in CCOC(=O)C (EtOAc). The product is COC(=O)C1=CC2=C(N=CN2)C=C1C(=O)OC (5,6-di-(methoxycarbonyl)-benzimidazole). RXN SMILES: [N:1]1[C:5]2[CH:6]=C(C(O)=O)[C:8]([C:10]([OH:12])=[O:11])=[CH:9][C:4]=2[NH:3][CH:2]=1.C[CH2:17][O:18][CH2:19][CH3:20].C[Si](C=[N+]=[N-])(C)C.[OH2:28].[CH3:29]O>CCOC(C)=O>[CH3:17][O:18][C:19]([C:20]1[C:8]([C:10]([O:12][CH3:29])=[O:11])=[CH:9][C:4]2[N:3]=[CH:2][NH:1][C:5]=2[CH:6]=1)=[O:28]. Reported procedure: To a solution of 200 mg of 5,6-benzimidazoledicarboxylic acid dissolved in 2.0 mL of MeOH and 2.0 mL of diethyll ether was added 4 mL of trimethylsilyldiazomethane [2.0 M in hexanes]. The resulting solution was stirred for 1 hour before dilution with 20 mL of H2O and extraction with 2×10 mL of EtOAc. the organic phases were dried over MgSO4 and concentrated under reduced pressure. Column chromatography (SiO2, 5% MeOH in CH2Cl2) yielded 210 mg of the title compound as a yellow oil. Mass Spectrum ... As a reaction SMILES: [C:32]([CH3:33])([CH3:34])([CH3:35])[Si:36]([c:37]1[cH:38][cH:39][cH:40][cH:41][cH:42]1)([c:43]1[cH:44][cH:45][cH:46][cH:47][cH:48]1)[Cl:49].[Cl:1][c:2]1[cH:3][c:4]([CH:8]2[CH2:9][CH2:10][C:11](=[O:26])[N:12]([CH:21]([CH2:22][OH:23])[CH2:24][CH3:25])[CH:13]2[c:14]2[cH:15][cH:16][c:17]([Cl:20])[cH:18][cH:19]2)[cH:5][cH:6][cH:7]1.[O:50]=[CH:51][N:52]([CH3:53])[CH3:54].[nH:27]1[cH:28][cH:29][n:30][cH:31]1>>[Cl:1][c:2]1[cH:3][c:4]([CH:8]2[CH2:9][CH2:10][C:11](=[O:26])[N:12]([CH:21]([CH2:22][O:23][Si:36]([C:32]([CH3:33])([CH3:34])[CH3:35])([c:37]3[cH:38][cH:39][cH:40][cH:41][cH:42]3)[c:43]3[cH:44][cH:45][cH:46][cH:47][cH:48]3)[CH2:24][CH3:25])[CH:13]2[c:14]2[cH:15][cH:16][c:17]([Cl:20])[cH:18][cH:19]2)[cH:5][cH:6][cH:7]1. The reactants are CC(C)(C)[Si](Cl)(c1ccccc1)c1ccccc1, CCC(CO)N1C(=O)CCC(c2cccc(Cl)c2)C1c1ccc(Cl)cc1, CN(C)C=O, c1c[nH]cn1. Product: CCC(CO[Si](c1ccccc1)(c1ccccc1)C(C)(C)C)N1C(=O)CCC(c2cccc(Cl)c2)C1c1ccc(Cl)cc1. Reactants: C(C)(C)(C)OC(=O)N[C@@H]1C[C@@H]([C@H](C1)C1=CC=CC=C1)CN1CCC(CC1)N(CC=C)C(=O)OCC1=CC=C(C=C1)[N+](=O)[O-] (1-(S)-((t-butoxycarbonyl)amino)-3-(S)-((4-(N-(4-nitrobenzyloxycarbonyl)-N-(allyl)amino)piperidin-1-yl)methyl)-4-(S)-phenylcyclopentane), FC=1C=C(C(=O)Cl)C=CC1 (3-fluorobenzoyl chloride). Yields the product FC=1C=C(C=CC1)C(=O)N[C@@H]1C[C@@H]([C@H](C1)C1=CC=CC=C1)CN1CCC(CC1)N(CC=C)C(=O)OCC1=CC=C(C=C1)[N+](=O)[O-] (1-(S)-((3-Fluorophenylcarbonyl)amino)-3-(S)-((4-(N-(4-nitrobenzyloxycarbonyl)-N-(allyl)amino)piperidin-1-yl)methyl)-4-(S)-phenylcyclopentane). Reaction SMILES: C(O[C:6]([NH:8][C@H:9]1[CH2:13][C@H:12]([C:14]2[CH:19]=[CH:18][CH:17]=[CH:16][CH:15]=2)[C@@H:11]([CH2:20][N:21]2[CH2:26][CH2:25][CH:24]([N:27]([C:31]([O:33][CH2:34][C:35]3[CH:40]=[CH:39][C:38]([N+:41]([O-:43])=[O:42])=[CH:37][CH:36]=3)=[O:32])[CH2:28][CH:29]=[CH2:30])[CH2:23][CH2:22]2)[CH2:10]1)=[O:7])(C)(C)C.[F:44][C:45]1[CH:46]=[C:47]([CH:51]=[CH:52][CH:53]=1)C(Cl)=O>>[F:44][C:45]1[CH:53]=[C:52]([C:6]([NH:8][C@H:9]2[CH2:13][C@H:12]([C:14]3[CH:19]=[CH:18][CH:17]=[CH:16][CH:15]=3)[C@@H:11]([CH2:20][N:21]3[CH2:22][CH2:23][CH:24]([N:27]([C:31]([O:33][CH2:34][C:35]4[CH:40]=[CH:39][C:38]([N+:41]([O-:43])=[O:42])=[CH:37][CH:36]=4)=[O:32])[CH2:28][CH:29]=[CH2:30])[CH2:25][CH2:26]3)[CH2:10]2)=[O:7])[CH:51]=[CH:47][CH:46]=1. Procedure: Using essentially the same procedure as in Example 16, Step A and B but substituting 1-(S)-((t-butoxycarbonyl)amino)-3-(S)-((4-(N-(4-nitrobenzyloxycarbonyl)-N-(allyl)amino)piperidin-1-yl)methyl)-4-(S)-phenylcyclopentane from Example 33 in Step A and 3-fluorobenzoyl chloride in Step B, the title compound was prepared. Starting materials: O=C1CC(CO)C(c2c(Cl)cccc2Cl)N1Cc1ccccc1, [K], Cc1ccc(S(=O)(=O)Cl)cc1. The product is Cc1ccc(S(=O)(=O)OCC2CC(=O)N(Cc3ccccc3)C2c2c(Cl)cccc2Cl)cc1. As a reaction SMILES: [CH2:1]([c:2]1[cH:3][cH:4][cH:5][cH:6][cH:7]1)[N:8]1[CH:9]([c:16]2[c:17]([Cl:23])[cH:18][cH:19][cH:20][c:21]2[Cl:22])[CH:10]([CH2:14][OH:15])[CH2:11][C:12]1=[O:13].[K:35].[S:24](=[O:25])(=[O:26])([c:27]1[cH:28][cH:29][c:30]([CH3:31])[cH:32][cH:33]1)[Cl:34]>>[CH2:1]([c:2]1[cH:3][cH:4][cH:5][cH:6][cH:7]1)[N:8]1[CH:9]([c:16]2[c:17]([Cl:23])[cH:18][cH:19][cH:20][c:21]2[Cl:22])[CH:10]([CH2:14][O:15][S:24](=[O:25])(=[O:26])[c:27]2[cH:28][cH:29][c:30]([CH3:31])[cH:32][cH:33]2)[CH2:11][C:12]1=[O:13]. The product is CC(C)(C)c1cc(Br)cc(C=O)c1O. Starting materials: BrBr, CC(C)(C)c1cccc(C=O)c1O, ClCCl. As a reaction SMILES: [Br:14][Br:15].[C:1]([CH3:2])([CH3:3])([CH3:4])[c:5]1[c:6]([OH:13])[c:7]([CH:8]=[O:9])[cH:10][cH:11][cH:12]1.[Cl:16][CH2:17][Cl:18]>>[C:1]([CH3:2])([CH3:3])([CH3:4])[c:5]1[c:6]([OH:13])[c:7]([CH:8]=[O:9])[cH:10][c:11]([Br:14])[cH:12]1. Reactants: CC1(OO1)C (dimethyldioxirane), C=C.C1(=CC=CC=C1)C1NC(CC(C1)=O)C1=CC=CC=C1 (2,6-diphenyl-4-piperidone ethylene), CC(=O)C (acetone), CC(=O)C (acetone). Reaction conditions: temperature 0 celsius. Yields the product C1COC2(CC(N(C(C2)C2=CC=CC=C2)O)C2=CC=CC=C2)O1 (1-Hydroxy-2,6-diphenyl-4-piperidone Ethylene Ketal). The yield is 72.0%. Reaction SMILES: [CH3:1][C:2]1(C)O[O:3]1.C=C.[C:8]1([CH:14]2[CH2:19][C:18](=[O:20])[CH2:17][CH:16]([C:21]3[CH:26]=[CH:25][CH:24]=[CH:23][CH:22]=3)[NH:15]2)[CH:13]=[CH:12][CH:11]=[CH:10][CH:9]=1.CC(C)=[O:29]>>[CH2:2]1[O:3][C:18]2([CH2:19][CH:14]([C:8]3[CH:9]=[CH:10][CH:11]=[CH:12][CH:13]=3)[N:15]([OH:29])[CH:16]([C:21]3[CH:22]=[CH:23][CH:24]=[CH:25][CH:26]=3)[CH2:17]2)[O:20][CH2:1]1 |f:1.2|. Procedure: 812 mL (40.6 mmol) of dimethyldioxirane, 0.050M in acetone, is added via a cannula to a 0° C. solution of 12.0 g (40.6 mmol) of 2,6-diphenyl-4-piperidone ethylene petal in 100 mL acetone. After stirring for ten minutes at 0° C., the reaction mixture is concentrated under reduced pressure and the residue is recrystallized from methanol to yield 9.0 g (72%) of the title compound as a white solid, melting at 161°-162° C.